This data is from the Open Reaction Database (ORD), a public repository of structured organic reaction records. The task is: describe an organic reaction: reactants, conditions, products, and yield The reactants are [Br-], C[Mg+], CCOCC, CSc1ncc(C=O)c(N)n1, C1CCOC1. The product is CSc1ncc(C(C)O)c(N)n1. Reaction SMILES: [Br-:12].[CH3:13][Mg+:14].[CH3:15][CH2:16][O:17][CH2:18][CH3:19].[NH2:1][c:2]1[n:3][c:4]([S:10][CH3:11])[n:5][cH:6][c:7]1[CH:8]=[O:9].[O:20]1[CH2:21][CH2:22][CH2:23][CH2:24]1>>[NH2:1][c:2]1[n:3][c:4]([S:10][CH3:11])[n:5][cH:6][c:7]1[CH:8]([OH:9])[CH3:15]. Reactants: CCCC(C(=O)OC)c1c(C)nc2cc(C(C)(C)C)nn2c1-c1ccc(C(C)C)cc1, CO, [Na+], [OH-]. Product: CCCC(C(=O)O)c1c(C)nc2cc(C(C)(C)C)nn2c1-c1ccc(C(C)C)cc1. Reaction SMILES: [C:1]([CH3:2])([CH3:3])([CH3:4])[c:5]1[n:6][n:7]2[c:8]([n:9][c:10]([CH3:30])[c:11]([CH:22]([C:23](=[O:24])[O:25][CH3:26])[CH2:27][CH2:28][CH3:29])[c:12]2-[c:13]2[cH:14][cH:15][c:16]([CH:19]([CH3:20])[CH3:21])[cH:17][cH:18]2)[cH:31]1.[CH3:34][OH:35].[Na+:33].[OH-:32]>>[C:1]([CH3:2])([CH3:3])([CH3:4])[c:5]1[n:6][n:7]2[c:8]([n:9][c:10]([CH3:30])[c:11]([CH:22]([C:23](=[O:24])[OH:25])[CH2:27][CH2:28][CH3:29])[c:12]2-[c:13]2[cH:14][cH:15][c:16]([CH:19]([CH3:20])[CH3:21])[cH:17][cH:18]2)[cH:31]1. The reactants are C(C)(C)(C)OC(NC1CN(CC1)C(C)C)=O (t-Butyl-1-isopropylpyrrolidin-3-ylcarbamate), FC(C(=O)O)(F)F (trifluoroacetic acid). Solvent: ClCCl (dichloromethane). The product is C(C)(C)N1CC(CC1)N (1-Isopropylpyrrolidin-3-ylamine). Isolated yield 86.6%. RXN SMILES: C(OC(=O)[NH:7][CH:8]1[CH2:12][CH2:11][N:10]([CH:13]([CH3:15])[CH3:14])[CH2:9]1)(C)(C)C.FC(F)(F)C(O)=O>ClCCl>[CH:13]([N:10]1[CH2:11][CH2:12][CH:8]([NH2:7])[CH2:9]1)([CH3:15])[CH3:14]. Reported procedure: t-Butyl-1-isopropylpyrrolidin-3-ylcarbamate (0.90 g, 3.9 mmol) obtained in Preparation Example (2-vii-1) was dissolved in dichloromethane (10 ml) in a 50 ml vessel, and trifluoroacetic acid (1.45 ml, 1.95 mmol, 5 eq.) was slowly added dropwise thereto while stirring. The resulting mixture was reacted for 18 hrs. After the completion of reaction, the reaction mixture was distilled and concentrated under reduced pressure, and then subjected to azeotropic distillation with CHCl3 3 times. The result... Starting materials: O=C1CCC(=O)N1Br, ClC(Cl)(Cl)Cl, C[Si](Cn1cncn1)(c1ccc(F)cc1)c1ccc(F)cc1. Yields the product C[Si](Cn1ncnc1Br)(c1ccc(F)cc1)c1ccc(F)cc1. RXN SMILES: [Br:23][N:24]1[C:25](=[O:26])[CH2:27][CH2:28][C:29]1=[O:30].[Cl:31][C:32]([Cl:33])([Cl:34])[Cl:35].[F:1][c:2]1[cH:3][cH:4][c:5]([Si:8]([CH2:9][n:10]2[n:11][cH:12][n:13][cH:14]2)([CH3:15])[c:16]2[cH:17][cH:18][c:19]([F:22])[cH:20][cH:21]2)[cH:6][cH:7]1>>[F:1][c:2]1[cH:3][cH:4][c:5]([Si:8]([CH2:9][n:10]2[n:11][cH:12][n:13][c:14]2[Br:23])([CH3:15])[c:16]2[cH:17][cH:18][c:19]([F:22])[cH:20][cH:21]2)[cH:6][cH:7]1.